Dataset: the Open Reaction Database (ORD), a public repository of structured organic reaction records. Task: describe an organic reaction: reactants, conditions, products, and yield Starting materials: C(C1=CC=CC=C1)OC(NC1CC(CCC1)C=1NC2=C(C3=CC=CN=C3N(C2=O)C)N1)=O ([3-(5-methyl-4-oxo-4,5-dihydro-3H-1,3,5,6-tetraaza-cyclopenta[a]naphthalen-2-yl)-cyclohexyl]-carbamic acid benzyl ester), [H-].[Na+] (NaH), C(#N)C1=C(CBr)C=CC=C1 (2-cyanobenzylbromide), [H][H] (hydrogen). Run in CN(C)C=O (DMF). Run at time 2 hour. Yields the product C(C1=CC=CC=C1)OC(NC1CC(CCC1)C=1N(C2=C(C3=CC=CN=C3N(C2=O)C)N1)CC1=C(C=CC=C1)C#N)=O ({3-[3-(2-cyano-benzyl)-5-methyl-4-oxo-4,5-dihydro-3H-1,3,5,6-tetraaza-cyclopenta[a]naphthalen-2-yl]-cyclohexyl}-carbamic acid benzyl ester). Yield: 100.6%. Reaction SMILES: [CH2:1]([O:8][C:9](=[O:32])[NH:10][CH:11]1[CH2:16][CH2:15][CH2:14][CH:13]([C:17]2[NH:18][C:19]3[C:28](=[O:29])[N:27]([CH3:30])[C:26]4[C:21](=[CH:22][CH:23]=[CH:24][N:25]=4)[C:20]=3[N:31]=2)[CH2:12]1)[C:2]1[CH:7]=[CH:6][CH:5]=[CH:4][CH:3]=1.[H-].[Na+].[H][H].[C:37]([C:39]1[CH:46]=[CH:45][CH:44]=[CH:43][C:40]=1[CH2:41]Br)#[N:38]>CN(C=O)C>[CH2:1]([O:8][C:9](=[O:32])[NH:10][CH:11]1[CH2:16][CH2:15][CH2:14][CH:13]([C:17]2[N:18]([CH2:41][C:40]3[CH:43]=[CH:44][CH:45]=[CH:46][C:39]=3[C:37]#[N:38])[C:19]3[C:28](=[O:29])[N:27]([CH3:30])[C:26]4[C:21](=[CH:22][CH:23]=[CH:24][N:25]=4)[C:20]=3[N:31]=2)[CH2:12]1)[C:2]1[CH:3]=[CH:4][CH:5]=[CH:6][CH:7]=1 |f:1.2|. Reported procedure: To a solution of [3-(5-methyl-4-oxo-4,5-dihydro-3H-1,3,5,6-tetraaza-cyclopenta[a]naphthalen-2-yl)-cyclohexyl]-carbamic acid benzyl ester (45 mg, 0.10 mmol) in DMF (2 mL) was added NaH (5 mg, 0.12 mmol 60% in mineral oil) at 0° C. After hydrogen evolution had ceased, 2-cyanobenzylbromide (31 mg, 0.16 mmol) was added and the reaction was stirred at room temperature for 2 h. The flask was cooled with an ice-bath, and the reaction was quenched by addition of saturated aqueous NH4Cl. The mixture was ... Reactants: FC1=CC=C(OCC(=N)N)C=C1 (2-(4-fluoro-phenoxy)-acetamidine), ClC1=C(C=C(C#N)C#N)C=CC(=C1)Cl (2-(2,4-dichloro-benzylidene)-malononitrile). Yields the product NCC=1C(=NC(=NC1C1=C(C=C(C=C1)Cl)Cl)COC1=CC=C(C=C1)F)N (5-Aminomethyl-6-(2,4-dichloro-phenyl)-2-(4-fluoro-phenoxymethyl)-pyrimidin-4-ylamine). Reaction SMILES: [F:1][C:2]1[CH:12]=[CH:11][C:5]([O:6][CH2:7][C:8]([NH2:10])=[NH:9])=[CH:4][CH:3]=1.[Cl:13][C:14]1[CH:25]=[C:24]([Cl:26])[CH:23]=[CH:22][C:15]=1[CH:16]=[C:17]([C:20]#[N:21])[C:18]#[N:19]>>[NH2:21][CH2:20][C:17]1[C:18]([NH2:19])=[N:9][C:8]([CH2:7][O:6][C:5]2[CH:4]=[CH:3][C:2]([F:1])=[CH:12][CH:11]=2)=[N:10][C:16]=1[C:15]1[CH:22]=[CH:23][C:24]([Cl:26])=[CH:25][C:14]=1[Cl:13]. Reported procedure: The title compound, MS: m/e=392.8 (M+H+), was prepared from 2-(4-fluoro-phenoxy)-acetamidine and 2-(2,4-dichloro-benzylidene)-malononitrile in analogy to the process described in Example 11 as a solid. Starting materials: CCOC(=O)c1ccc(-c2ccc(-c3sccc3NS(=O)(=O)C(C)C)cc2)c(OCC)c1, CS(C)=O, CCO, [Na+], [OH-], O. Product: CCOc1cc(C(=O)O)ccc1-c1ccc(-c2sccc2NS(=O)(=O)C(C)C)cc1. As a reaction SMILES: [CH2:1]([CH3:2])[O:3][C:4](=[O:5])[c:6]1[cH:7][c:8]([O:30][CH2:31][CH3:32])[c:9](-[c:12]2[cH:13][cH:14][c:15](-[c:18]3[s:19][cH:20][cH:21][c:22]3[NH:23][S:24](=[O:25])(=[O:26])[CH:27]([CH3:28])[CH3:29])[cH:16][cH:17]2)[cH:10][cH:11]1.[CH3:35][S:36]([CH3:37])=[O:38].[CH3:39][CH2:40][OH:41].[Na+:34].[OH-:33].[OH2:42]>>[O:3]=[C:4]([OH:5])[c:6]1[cH:7][c:8]([O:30][CH2:31][CH3:32])[c:9](-[c:12]2[cH:13][cH:14][c:15](-[c:18]3[s:19][cH:20][cH:21][c:22]3[NH:23][S:24](=[O:25])(=[O:26])[CH:27]([CH3:28])[CH3:29])[cH:16][cH:17]2)[cH:10][cH:11]1. The reactants are COC1=CC=C(C(=O)C2=CC=C(CBr)C=C2)C=C1 (4-(4-methoxybenzoyl)benzyl bromide), CC1=C(C2=C(C=NN(C2=O)C)N1)C (2,3,5-trimethyl-1H-pyrrolo[2,3-d]-pyridazin-4(5H)-one), [H-].[Na+] (sodium hydride), O (water). Solvent: CN(C)C=O (DMF), CN(C)C=O (DMF), CN(C)C=O (DMF). Conditions: time 1 hour. Yields the product COC1=CC=C(C(=O)C2=CC=C(CN3C(=C(C4=C3C=NN(C4=O)C)C)C)C=C2)C=C1 (1-[4-(4-Methoxybenzoyl)benzyl]-2,3,5-trimethyl-1H-pyrrolo [2,3-d]pyridazin-4(5H)-one). Isolated yield 70.8%. Reaction SMILES: [CH3:1][C:2]1[NH:12][C:5]2[CH:6]=[N:7][N:8]([CH3:11])[C:9](=[O:10])[C:4]=2[C:3]=1[CH3:13].[H-].[Na+].[CH3:16][O:17][C:18]1[CH:33]=[CH:32][C:21]([C:22]([C:24]2[CH:31]=[CH:30][C:27]([CH2:28]Br)=[CH:26][CH:25]=2)=[O:23])=[CH:20][CH:19]=1.O>CN(C=O)C>[CH3:16][O:17][C:18]1[CH:33]=[CH:32][C:21]([C:22]([C:24]2[CH:25]=[CH:26][C:27]([CH2:28][N:12]3[C:5]4[CH:6]=[N:7][N:8]([CH3:11])[C:9](=[O:10])[C:4]=4[C:3]([CH3:13])=[C:2]3[CH3:1])=[CH:30][CH:31]=2)=[O:23])=[CH:20][CH:19]=1 |f:1.2|. Reported procedure: A solution of 2,3,5-trimethyl-1H-pyrrolo[2,3-d]-pyridazin-4(5H)-one (1.06 g) in DMF (90 ml) was dripped into a suspension of 60% sodium hydride-oil (288 mg) in DMF (24 ml) on an ice-water bath. The mixture was stirred at room temperature for 1 hour, after which a solution of 4-(4-methoxybenzoyl)benzyl bromide (2.40 g) in DMF (30 ml) was added and the mixture was further stirred at room temperature for 2 hours. The reaction was stopped by adding water and the reaction mixture was extracted with e...